From a dataset of the Open Reaction Database (ORD), a public repository of structured organic reaction records. describe an organic reaction: reactants, conditions, products, and yield The reactants are N#CCBr, Cc1c(-c2ccccc2)n(C)c2ccc(-c3ccc(O)cc3)cc12, CC(C)=O, [K+], [K+], O=C([O-])[O-]. The product is Cc1c(-c2ccccc2)n(C)c2ccc(-c3ccc(OCC#N)cc3)cc12. RXN SMILES: [Br:31][CH2:32][C:33]#[N:34].[CH3:1][n:2]1[c:3](-[c:19]2[cH:20][cH:21][cH:22][cH:23][cH:24]2)[c:4]([CH3:18])[c:5]2[cH:6][c:7](-[c:11]3[cH:12][cH:13][c:14]([OH:17])[cH:15][cH:16]3)[cH:8][cH:9][c:10]12.[CH3:35][C:36](=[O:37])[CH3:38].[K+:25].[K+:26].[O-:27][C:28]([O-:29])=[O:30]>>[CH3:1][n:2]1[c:3](-[c:19]2[cH:20][cH:21][cH:22][cH:23][cH:24]2)[c:4]([CH3:18])[c:5]2[cH:6][c:7](-[c:11]3[cH:12][cH:13][c:14]([O:17][CH2:32][C:33]#[N:34])[cH:15][cH:16]3)[cH:8][cH:9][c:10]12. The reactants are C1CCOC1, CO, O=Cc1ccc([N+](=O)[O-])c(CS(=O)(=O)c2cccc3ccccc23)c1. The product is Nc1ccc(C=O)cc1CS(=O)(=O)c1cccc2ccccc12. As a reaction SMILES: [CH2:28]1[O:29][CH2:30][CH2:31][CH2:32]1.[CH3:26][OH:27].[c:1]1([S:11](=[O:12])(=[O:13])[CH2:14][c:15]2[cH:16][c:17]([CH:18]=[O:19])[cH:20][cH:21][c:22]2[N+:23]([O-:24])=[O:25])[cH:2][cH:3][cH:4][c:5]2[cH:6][cH:7][cH:8][cH:9][c:10]12>>[c:1]1([S:11](=[O:12])(=[O:13])[CH2:14][c:15]2[cH:16][c:17]([CH:18]=[O:19])[cH:20][cH:21][c:22]2[NH2:23])[cH:2][cH:3][cH:4][c:5]2[cH:6][cH:7][cH:8][cH:9][c:10]12. Reactants: CC(=O)Nc1nc(C)c(-c2ccsc2Br)s1, [Cl-], O=S(=O)(O)Cl, ClP(Cl)(Cl)(Cl)Cl, ClCCl, O=[P+]. Yields the product CC(=O)Nc1nc(C)c(-c2cc(S(=O)(=O)Cl)sc2Br)s1. RXN SMILES: [Br:1][c:2]1[s:3][cH:4][cH:5][c:6]1-[c:7]1[c:8]([CH3:16])[n:9][c:10]([NH:12][C:13]([CH3:14])=[O:15])[s:11]1.[Cl-:28].[Cl:17][S:18](=[O:19])(=[O:20])[OH:21].[Cl:22][P:23]([Cl:24])([Cl:25])([Cl:26])[Cl:27].[Cl:31][CH2:32][Cl:33].[P+:29]=[O:30]>>[Br:1][c:2]1[s:3][c:4]([S:18]([Cl:17])(=[O:19])=[O:20])[cH:5][c:6]1-[c:7]1[c:8]([CH3:16])[n:9][c:10]([NH:12][C:13]([CH3:14])=[O:15])[s:11]1. The reactants are C(C1=CC=CC=C1)N(C(=O)C1CC2=C1C=CC=C2Cl)C\C(=C\C)\C ((E)-N-Benzyl-3-chloro-N-(2-methylbut-2-enyl)-1,2-dihydrocyclobutabenzene-1-carboxamide). Solvent: BrC1=CC=CC=C1 (bromobenzene). Reaction conditions: temperature 190 celsius. The product is C(C1=CC=CC=C1)N1C[C@@]2([C@H](CC3=C([C@H]2C1=O)C=CC=C3Cl)C)C ((3aR*,4S*,9bR*)-2-benzyl-6-chloro-3a,4-dimethyl-2,3,3a,4,5,9b-hexahydro-1H-benzo[e]isoindol-1-one), (3aR*,4S*,9bS*)-2-benzyl-6-chloro-3a,4-dimethyl-2,3,3a,4,5,9b-hexahydro-H-benzo[e]isoindol-1-one. Yield: 69.4%. Reaction SMILES: [CH2:1]([N:8]([CH2:20]/[C:21](/[CH3:24])=[CH:22]/[CH3:23])[C:9]([CH:11]1[C:14]2[CH:15]=[CH:16][CH:17]=[C:18]([Cl:19])[C:13]=2[CH2:12]1)=[O:10])[C:2]1[CH:7]=[CH:6][CH:5]=[CH:4][CH:3]=1>BrC1C=CC=CC=1>[CH2:1]([N:8]1[C:9](=[O:10])[C@H:11]2[C@@:21]([CH3:24])([C@@H:22]([CH3:23])[CH2:12][C:13]3[C:18]([Cl:19])=[CH:17][CH:16]=[CH:15][C:14]=32)[CH2:20]1)[C:2]1[CH:3]=[CH:4][CH:5]=[CH:6][CH:7]=1. Reported procedure: (E)-N-Benzyl-3-chloro-N-(2-methylbut-2-enyl)-1,2-dihydrocyclobutabenzene-1-carboxamide (0.971 mmol, 330 mg) was dissolved in bromobenzene (6 ml) and heated in a microwave reactor at 190° C. for 1 hour. The solvent was removed in vacuo and the resulting residue was purified by silica column chromatography (eluting with heptane then 5-20% ethyl acetate in heptane) to give (3aR*,4S*,9bR*)-2-benzyl-6-chloro-3a,4-dimethyl-2,3,3a,4,5,9b-hexahydro-1H-benzo[e]isoindol-1-one (229 mg) 1H NMR (400 MHz, CDC... Starting materials: C1(CC1)CNC1=NC2=CC(=CC(=C2C=N1)F)C(=O)O (2-(cyclopropylmethylamino)-5-fluoroquinazoline-7-carboxylic acid), FC=1C=C(C=CC1OC)[C@H](N)C=1C=NN(C1)C ((S)-(3-fluoro-4-methoxyphenyl)(1-methyl-1H-pyrazol-4-yl)methanamine). Product: FC=1C=C(C=CC1OC)[C@@H](C=1C=NN(C1)C)NC(=O)C1=CC(=C2C=NC(=NC2=C1)NCC1CC1)F (2-(Cyclopropylmethyl-amino)-5-fluoro-quinazoline-7-carboxylic acid [(S)-(3-fluoro-4-methoxy-phenyl)-(1-methyl-1H-pyrazol-4-yl)-methyl]-amide). Reaction SMILES: [CH:1]1([CH2:4][NH:5][C:6]2[N:15]=[CH:14][C:13]3[C:8](=[CH:9][C:10]([C:17]([OH:19])=O)=[CH:11][C:12]=3[F:16])[N:7]=2)[CH2:3][CH2:2]1.[F:20][C:21]1[CH:22]=[C:23]([C@@H:29]([C:31]2[CH:32]=[N:33][N:34]([CH3:36])[CH:35]=2)[NH2:30])[CH:24]=[CH:25][C:26]=1[O:27][CH3:28]>>[F:20][C:21]1[CH:22]=[C:23]([C@H:29]([NH:30][C:17]([C:10]2[CH:9]=[C:8]3[C:13]([CH:14]=[N:15][C:6]([NH:5][CH2:4][CH:1]4[CH2:2][CH2:3]4)=[N:7]3)=[C:12]([F:16])[CH:11]=2)=[O:19])[C:31]2[CH:32]=[N:33][N:34]([CH3:36])[CH:35]=2)[CH:24]=[CH:25][C:26]=1[O:27][CH3:28]. Procedure: The condensation of 2-(cyclopropylmethylamino)-5-fluoroquinazoline-7-carboxylic acid and (S)-(3-fluoro-4-methoxyphenyl)(1-methyl-1H-pyrazol-4-yl)methanamine (401) to afford I-60 was carried out in accord with the procedure in Example 5. Reactants: CN=C=O (methyl isocyanate), Cl.N[C@@H](C(=O)N1CC([C@@](CC1)(O)C1=CC=C(C=C1)Cl)(C)C)C(C)C ((R)-2-amino-1-((S)-4-(4-chlorophenyl)-4-hydroxy-3,3-dimethylpiperidin-1-yl)-3-methylbutan-1-one hydrochloride), C1CCOC1 (THF). Run in C(C)N(CC)CC (Triethylamine). Reaction conditions: time 8 hour. Product: ClC1=CC=C(C=C1)[C@@]1(C(CN(CC1)C([C@@H](C(C)C)NC(=O)NC)=O)(C)C)O (1-((R)-1-((S)-4-(4-chlorophenyl)-4-hydroxy-3,3-dimethylpiperidin-1-yl)-3-methyl-1-oxobutan-2-yl)-3-methylurea). RXN SMILES: [CH3:1][N:2]=[C:3]=[O:4].Cl.[NH2:6][C@H:7]([CH:26]([CH3:28])[CH3:27])[C:8]([N:10]1[CH2:15][CH2:14][C@@:13]([C:17]2[CH:22]=[CH:21][C:20]([Cl:23])=[CH:19][CH:18]=2)([OH:16])[C:12]([CH3:25])([CH3:24])[CH2:11]1)=[O:9].C1COCC1>C(N(CC)CC)C>[Cl:23][C:20]1[CH:19]=[CH:18][C:17]([C@@:13]2([OH:16])[CH2:14][CH2:15][N:10]([C:8](=[O:9])[C@H:7]([NH:6][C:3]([NH:2][CH3:1])=[O:4])[CH:26]([CH3:28])[CH3:27])[CH2:11][C:12]2([CH3:24])[CH3:25])=[CH:22][CH:21]=1 |f:1.2|. Procedure details: A reaction tube was charged with methyl isocyanate (3 μL), (R)-2-amino-1-((S)-4-(4-chlorophenyl)-4-hydroxy-3,3-dimethylpiperidin-1-yl)-3-methylbutan-1-one hydrochloride (20 mg) and THF (2 mL). Triethylamine (7.4 μL) was added and the reaction mixture was shaken overnight at rt. After this time, the resulting solution concentrated and purified by preparative silica gel chromatography (100% EtOAc to 20% MeOH/CH2Cl2) to provide Example 510. MS found: (M+H)+=396.3.